Task: describe an organic reaction: reactants, conditions, products, and yield. Dataset: the Open Reaction Database (ORD), a public repository of structured organic reaction records Reactants: Cl.FC(C1=C(C(C2=CC=C(C=C2)Cl)OC2CNC2)C=CC=C1)(F)F (3-[2-(trifluoromethyl)-4′-chlorobenzhydryloxy]azetidine hydrochloride), C([O-])([O-])=O (carbonate), C(C=C)N=C=O (allyl isocyanate), resultant mixture. Solvent: C(Cl)Cl (DCM), C(Cl)Cl (DCM). The product is FC(C1=C(C(C2=CC=C(C=C2)Cl)OC2CN(C2)C(=O)NCC=C)C=CC=C1)(F)F (3-[2-(trifluoromethyl)-4′-chlorobenzhydryloxy]-N-(allyl)azetidine-1-carboxamide). Yield: 60.5%. RXN SMILES: Cl.[F:2][C:3]([F:24])([F:23])[C:4]1[CH:22]=[CH:21][CH:20]=[CH:19][C:5]=1[CH:6]([O:14][CH:15]1[CH2:18][NH:17][CH2:16]1)[C:7]1[CH:12]=[CH:11][C:10]([Cl:13])=[CH:9][CH:8]=1.C(=O)([O-])[O-].[CH2:29]([N:32]=[C:33]=[O:34])[CH:30]=[CH2:31]>C(Cl)Cl>[F:24][C:3]([F:2])([F:23])[C:4]1[CH:22]=[CH:21][CH:20]=[CH:19][C:5]=1[CH:6]([O:14][CH:15]1[CH2:18][N:17]([C:33]([NH:32][CH2:29][CH:30]=[CH2:31])=[O:34])[CH2:16]1)[C:7]1[CH:12]=[CH:11][C:10]([Cl:13])=[CH:9][CH:8]=1 |f:0.1|. Procedure details: To a solution of 3-[2-(trifluoromethyl)-4′-chlorobenzhydryloxy]azetidine hydrochloride (98) (100 mg, 0.28 mmol) in anhydrous DCM (3 mL) was added MP-carbonate (3.01 mmol/g; 275 mg, 0.84 mmol) and allyl isocyanate (25 μL, 0.28 mmol). The resultant mixture was shaken at ambient temperature for 16 h, after which time it was poured onto a DCM-wetted SCX-2 (1 g) cartridge. The sample was eluted with DCM (18 mL), then evaporated to afford the desired product (72 mg, 61%). Starting materials: BrBr (bromine), O(C1=CC=CC=C1)C=1C=C(C=O)C=CC1 (m-phenoxybenzaldehyde). Conditions: time 1 hour. The product is BrC1=CC=C(OC=2C=C(C=O)C=CC2)C=C1 (m-(p-bromophenoxy)benzaldehyde). Reaction SMILES: [Br:1]Br.[O:3]([C:10]1[CH:11]=[C:12]([CH:15]=[CH:16][CH:17]=1)[CH:13]=[O:14])[C:4]1[CH:9]=[CH:8][CH:7]=[CH:6][CH:5]=1>>[Br:1][C:7]1[CH:6]=[CH:5][C:4]([O:3][C:10]2[CH:11]=[C:12]([CH:15]=[CH:16][CH:17]=2)[CH:13]=[O:14])=[CH:9][CH:8]=1. Reported procedure: 9.60 Grams (0.060 mole) of bromine were added dropwise to 9.90 g (0.050 mole) of m-phenoxybenzaldehyde at 0° C. taking a period of 1 hour with vigorous stirring. After the addition was finished, the reaction was continued for a further 3 hours at the same temperature. The unreacted bromine was distilled off under reduced pressure from the reaction system to obtain m-(p-bromophenoxy)benzaldehyde (No. 9 in Table 2). The reactants are CCOCC, CN(C)C=O, CC(C)OC(C)C, [H-], [Na+], O, O=Cc1cccc(O)c1, OCc1ccco1, BrP(Br)Br. Product: O=Cc1cccc(OCc2ccco2)c1. As a reaction SMILES: [CH2:30]([O:31][CH2:32][CH3:33])[CH3:34].[CH3:35][N:36]([CH3:37])[CH:38]=[O:39].[CH:23]([O:24][CH:25]([CH3:26])[CH3:27])([CH3:28])[CH3:29].[H-:21].[Na+:22].[OH2:40].[OH:12][c:13]1[cH:14][c:15]([CH:16]=[O:17])[cH:18][cH:19][cH:20]1.[OH:1][CH2:2][c:3]1[cH:4][cH:5][cH:6][o:7]1.[P:8]([Br:9])([Br:10])[Br:11]>>[O:1]([CH2:2][c:3]1[cH:4][cH:5][cH:6][o:7]1)[c:13]1[cH:14][c:15]([CH:16]=[O:17])[cH:18][cH:19][cH:20]1. Reactants: [Cl-], COc1ccc(Cn2ncc3c(O)c(Cl)cnc32)cc1, O=S(=O)(N(c1ccccc1)S(=O)(=O)C(F)(F)F)C(F)(F)F, [H-], CC(C)(C)OC(=O)N1CCNCC1, [NH4+], [Na+], CN(C)C=O, O. Product: COc1ccc(Cn2ncc3c(N4CCN(C(=O)OC(C)(C)C)CC4)c(Cl)cnc32)cc1. As a reaction SMILES: [Cl-:57].[Cl:1][c:2]1[c:3]([OH:20])[c:4]2[c:5]([n:6][cH:7]1)[n:8]([CH2:11][c:12]1[cH:13][cH:14][c:15]([O:18][CH3:19])[cH:16][cH:17]1)[n:9][cH:10]2.[F:23][C:24]([F:25])([F:26])[S:27]([N:28]([c:29]1[cH:30][cH:31][cH:32][cH:33][cH:34]1)[S:35]([C:36]([F:37])([F:38])[F:39])(=[O:40])=[O:41])(=[O:42])=[O:43].[H-:21].[N:44]1([C:50](=[O:51])[O:52][C:53]([CH3:54])([CH3:55])[CH3:56])[CH2:45][CH2:46][NH:47][CH2:48][CH2:49]1.[NH4+:58].[Na+:22].[O:59]=[CH:60][N:61]([CH3:62])[CH3:63].[OH2:64]>>[Cl:1][c:2]1[c:3]([N:47]2[CH2:46][CH2:45][N:44]([C:50](=[O:51])[O:52][C:53]([CH3:54])([CH3:55])[CH3:56])[CH2:49][CH2:48]2)[c:4]2[c:5]([n:6][cH:7]1)[n:8]([CH2:11][c:12]1[cH:13][cH:14][c:15]([O:18][CH3:19])[cH:16][cH:17]1)[n:9][cH:10]2.